Dataset: the Open Reaction Database (ORD), a public repository of structured organic reaction records. Task: describe an organic reaction: reactants, conditions, products, and yield Starting materials: ClC1=CC(=C(C=C1Cl)N)N (4,5-dichlorophenylendiamine), C(=O)C1=CC=C(C(=O)OC)C=C1 (methyl 4-formylbenzoate). Run in [N+](=O)([O-])C1=CC=CC=C1 (nitrobenzene), CCCCCC (n-hexane). Conditions: temperature 140 celsius, time 1 hour. Yields the product ClC1=CC2=C(N=C(N2)C2=CC=C(C=C2)C(=O)OC)C=C1Cl (5,6-Dichloro-2-(4-methoxycarbonylphenyl)benzimidazole). Isolated yield 68.9%. As a reaction SMILES: [Cl:1][C:2]1[C:7]([Cl:8])=[CH:6][C:5]([NH2:9])=[C:4]([NH2:10])[CH:3]=1.[CH:11]([C:13]1[CH:22]=[CH:21][C:16]([C:17]([O:19][CH3:20])=[O:18])=[CH:15][CH:14]=1)=O>[N+](C1C=CC=CC=1)([O-])=O.CCCCCC>[Cl:1][C:2]1[C:7]([Cl:8])=[CH:6][C:5]2[N:9]=[C:11]([C:13]3[CH:14]=[CH:15][C:16]([C:17]([O:19][CH3:20])=[O:18])=[CH:21][CH:22]=3)[NH:10][C:4]=2[CH:3]=1. Procedure details: A mixture of 4,5-dichlorophenylendiamine (4 g, 22.6 mmol) and methyl 4-formylbenzoate (3.68, 22.6 mmol) in nitrobenzene (35 ml) was heated at 140° C. for 30 h. After cooling, the mixture was diluted with n-hexane (150 ml) and stirred for 1 h. The solid was filtered obtaining 5 g of the title compound (yield 68.9%) as a brown powder, mp=240–250° C. The reactants are OCCCCCO, C1CCOC1, COC(=O)c1ccc(O)cc1, c1ccc(P(c2ccccc2)c2ccccc2)cc1. Product: COC(=O)c1ccc(OCCCCCO)cc1. Reaction SMILES: [CH2:12]([CH2:13][CH2:14][CH2:15][CH2:16][OH:17])[OH:18].[O:38]1[CH2:39][CH2:40][CH2:41][CH2:42]1.[OH:1][c:2]1[cH:3][cH:4][c:5]([C:6](=[O:7])[O:8][CH3:9])[cH:10][cH:11]1.[c:19]1([P:20]([c:21]2[cH:22][cH:23][cH:24][cH:25][cH:26]2)[c:27]2[cH:28][cH:29][cH:30][cH:31][cH:32]2)[cH:33][cH:34][cH:35][cH:36][cH:37]1>>[O:1]([c:2]1[cH:3][cH:4][c:5]([C:6](=[O:7])[O:8][CH3:9])[cH:10][cH:11]1)[CH2:12][CH2:13][CH2:14][CH2:15][CH2:16][OH:17]. Starting materials: C1COCCO1, CN, CO, CCOC(C)=O, COc1ccnc(-c2ccc3ccc(Cl)nc3c2)c1, Cl. Yields the product CNc1ccc2ccc(-c3cc(OC)ccn3)cc2n1, Cl, Cl. Reaction SMILES: [CH2:31]1[O:32][CH2:33][CH2:34][O:35][CH2:36]1.[CH3:1][NH2:2].[CH3:23][OH:24].[CH3:25][CH2:26][O:27][C:28](=[O:29])[CH3:30].[Cl:3][c:4]1[n:5][c:6]2[cH:7][c:8](-[c:14]3[n:15][cH:16][cH:17][c:18]([O:20][CH3:21])[cH:19]3)[cH:9][cH:10][c:11]2[cH:12][cH:13]1.[ClH:22]>>[CH3:1][NH:2][c:4]1[n:5][c:6]2[cH:7][c:8](-[c:14]3[n:15][cH:16][cH:17][c:18]([O:20][CH3:21])[cH:19]3)[cH:9][cH:10][c:11]2[cH:12][cH:13]1.[ClH:22].[ClH:3]. Reactants: [H-].[Na+] (Sodium hydride), Cl.NC1C(NC2=CC=CC=C2C1)=O (3-amino-3,4-dihydroquinolin-2(1H)-one hydrochloride), CS(=O)(=O)OCC1COC(OC1)(C)C ((2,2-dimethyl-1,3-dioxan-5-yl)methyl methanesulfonate). The solvent is CN(C)C=O (DMF). Reaction conditions: temperature 60 celsius. Yields the product NC1C(N(C2=CC=CC=C2C1)CC1COC(OC1)(C)C)=O (3-Amino-1-[(2,2-dimethyl-1,3-dioxan-5-yl)methyl]-3.4-dihydroquinolin-2(1H)-one). The yield is 57.1%. Reaction SMILES: [H-].[Na+].Cl.[NH2:4][CH:5]1[CH2:14][C:13]2[C:8](=[CH:9][CH:10]=[CH:11][CH:12]=2)[NH:7][C:6]1=[O:15].CS(O[CH2:21][CH:22]1[CH2:27][O:26][C:25]([CH3:29])([CH3:28])[O:24][CH2:23]1)(=O)=O>CN(C=O)C>[NH2:4][CH:5]1[CH2:14][C:13]2[C:8](=[CH:9][CH:10]=[CH:11][CH:12]=2)[N:7]([CH2:21][CH:22]2[CH2:27][O:26][C:25]([CH3:29])([CH3:28])[O:24][CH2:23]2)[C:6]1=[O:15] |f:0.1,2.3|. Procedure: Sodium hydride (60% in oil, 1.60 g, 39.80 mmol) was added to 3-amino-3,4-dihydroquinolin-2(1H)-one hydrochloride (3.59 g, 18.09 mmol), in anhydrous DMF (50 mL) at 0° C. over a period of 10 min. The reaction was stirred for a further 30 min before addition of (2,2-dimethyl-1,3-dioxan-5-yl)methyl methanesulfonate [CAS registary number 131372-64-0] (4.05 g, 18.09 mmol) and the reaction has then heated to 60° C. for a period of 16 h. The reaction was then cooled and evaporated before addition of sat... Starting materials: BrC=1C=C(C=NC1)CO ((5-bromopyridin-3-yl)methanol), O (water), [H-].[Na+] (sodium hydride), CS(=O)(=O)Cl (methanesulfonyl chloride). The solvent is O1CCCC1 (tetrahydrofuran), O1CCCC1 (tetrahydrofuran). Conditions: time 1 hour. Yields the product CS(=O)(=O)OCC=1C=NC=C(C1)Br ((5-bromopyridin-3-yl)methyl methanesulfonate). RXN SMILES: [H-].[Na+].[Br:3][C:4]1[CH:5]=[C:6]([CH2:10][OH:11])[CH:7]=[N:8][CH:9]=1.[CH3:12][S:13](Cl)(=[O:15])=[O:14].O>O1CCCC1>[CH3:12][S:13]([O:11][CH2:10][C:6]1[CH:7]=[N:8][CH:9]=[C:4]([Br:3])[CH:5]=1)(=[O:15])=[O:14] |f:0.1|. Procedure details: To a cooled (0° C.) suspension of sodium hydride (60% dispersion in mineral oil, 0.064 g, 1.60 mmol) in tetrahydrofuran (5 mL) was added a solution of (5-bromopyridin-3-yl)methanol (0.200 g, 1.06 mmol) in tetrahydrofuran (5 mL). After stirring for 1 hour, methanesulfonyl chloride (0.099 mL, 1.28 mmol) was added. The reaction was then warmed to room temperature and stirred until complete. The reaction was then poured into water and extracted with ethyl acetate. The organic extracts were combined,...